This data is from the Open Reaction Database (ORD), a public repository of structured organic reaction records. The task is: describe an organic reaction: reactants, conditions, products, and yield The reactants are O=S1(CCC(CC1)C1=CC(=C(C=C1)NC(=O)C=1N(C=C(N1)C#N)COCC[Si](C)(C)C)N1CCC(CC1)C)=O (4-cyano-1-(2-trimethylsilanyl-ethoxymethyl)-1H-imidazole-2-carboxylic acid [4-(1,1-dioxo-hexahydro-1λ6-thiopyran-4-yl)-2-(4-methyl-piperidin-1-yl)-phenyl]-amide). Run in C(=O)(C(F)(F)F)O.C(Cl)Cl (TFA DCM). Run at time 4 hour. Yields the product O=S1(CCC(CC1)C1=CC(=C(C=C1)NC(=O)C=1NC=C(N1)C#N)N1CCC(CC1)C)=O (4-Cyano-1H-imidazole-2-carboxylic acid [4-(1,1-dioxo-hexahydro-1λ6-thiopyran-4-yl)-2-(4-methyl-piperidin-1-yl)-phenyl]-amide). Yield: 90.0%. Reaction SMILES: [O:1]=[S:2]1(=[O:39])[CH2:7][CH2:6][CH:5]([C:8]2[CH:13]=[CH:12][C:11]([NH:14][C:15]([C:17]3[N:18](COCC[Si](C)(C)C)[CH:19]=[C:20]([C:22]#[N:23])[N:21]=3)=[O:16])=[C:10]([N:32]3[CH2:37][CH2:36][CH:35]([CH3:38])[CH2:34][CH2:33]3)[CH:9]=2)[CH2:4][CH2:3]1>C(O)(C(F)(F)F)=O.C(Cl)Cl>[O:39]=[S:2]1(=[O:1])[CH2:3][CH2:4][CH:5]([C:8]2[CH:13]=[CH:12][C:11]([NH:14][C:15]([C:17]3[NH:18][CH:19]=[C:20]([C:22]#[N:23])[N:21]=3)=[O:16])=[C:10]([N:32]3[CH2:37][CH2:36][CH:35]([CH3:38])[CH2:34][CH2:33]3)[CH:9]=2)[CH2:6][CH2:7]1 |f:1.2|. Procedure: A solution of 4-cyano-1-(2-trimethylsilanyl-ethoxymethyl)-1H-imidazole-2-carboxylic acid [4-(1,1-dioxo-hexahydro-1λ6-thiopyran-4-yl)-2-(4-methyl-piperidin-1-yl)-phenyl]-amide (as prepared in the previous step, 19.0 mg, 0.0330 mmol) in 1 mL of 2:1 TFA/DCM was stirred at RT for 4 h. Removal of the solvent under reduced pressure followed by flash chromatography of the residue on silica gel (10-20% EtOAc/DCM) gave 13.2 mg (90%) of the title compound as a white solid: 1H-NMR (CDCl3; 400 MHz): δ 12.00... Starting materials: CS(=O)(=O)O, CCOCC, ClCCl, COc1ccc(C2=C(c3ccc(OCc4cn5cc(Cl)ccc5n4)cc3)C(=O)C(C)(C)O2)cc1. Yields the product CS(=O)(=O)O, COc1ccc(C2=C(c3ccc(OCc4cn5cc(Cl)ccc5n4)cc3)C(=O)C(C)(C)O2)cc1. RXN SMILES: [CH3:1][S:2]([OH:3])(=[O:4])=[O:5].[CH3:43][CH2:44][O:45][CH2:46][CH3:47].[Cl:40][CH2:41][Cl:42].[Cl:6][c:7]1[cH:8][cH:9][c:10]2[n:11]([cH:12]1)[cH:13][c:14]([CH2:16][O:17][c:18]1[cH:19][cH:20][c:21]([C:24]3=[C:28]([c:29]4[cH:30][cH:31][c:32]([O:35][CH3:36])[cH:33][cH:34]4)[O:27][C:26]([CH3:37])([CH3:38])[C:25]3=[O:39])[cH:22][cH:23]1)[n:15]2>>[CH3:1][S:2](=[O:3])(=[O:4])[OH:5].[Cl:6][c:7]1[cH:8][cH:9][c:10]2[n:11]([cH:12]1)[cH:13][c:14]([CH2:16][O:17][c:18]1[cH:19][cH:20][c:21]([C:24]3=[C:28]([c:29]4[cH:30][cH:31][c:32]([O:35][CH3:36])[cH:33][cH:34]4)[O:27][C:26]([CH3:37])([CH3:38])[C:25]3=[O:39])[cH:22][cH:23]1)[n:15]2. Starting materials: CO, COc1ccc(C(=O)O)c(Cl)c1C, O=S(=O)(O)O, c1ccccc1. Yields the product COC(=O)c1ccc(OC)c(C)c1Cl. RXN SMILES: [CH3:1][OH:2].[Cl:3][c:4]1[c:5]([C:6](=[O:7])[OH:8])[cH:9][cH:10][c:11]([O:14][CH3:15])[c:12]1[CH3:13].[S:16](=[O:17])(=[O:18])([OH:19])[OH:20].[cH:21]1[cH:22][cH:23][cH:24][cH:25][cH:26]1>>[CH3:1][O:8][C:6]([c:5]1[c:4]([Cl:3])[c:12]([CH3:13])[c:11]([O:14][CH3:15])[cH:10][cH:9]1)=[O:7]. Starting materials: FC(C1=CC=C(C=C1)CC(=O)NN)(F)F ((4-trifluoromethyl-phenyl)-acetic acid hydrazide), N(=C=S)C1=CC=C(C=C1)S(=O)(=O)NC=1SC=CN1 (4-isothiocyanato-N-thiazol-2-yl-benzenesulfonamide), C([O-])([O-])=O.[Na+].[Na+] (sodium carbonate). Run in C(C)O (ethanol). Conditions: temperature 85 celsius, time 16 hour. Product: S1C(=NC=C1)NS(=O)(=O)C1=CC=C(C=C1)NC=1SC(=NN1)CC1=CC=C(C=C1)C(F)(F)F (N-(thiazol-2-yl)-4-(5-(4-(trifluoromethyl)benzyl)-1,3,4-thiadiazol-2-ylamino)benzenesulfonamide). Yield: 15.1%. As a reaction SMILES: [F:1][C:2]([F:15])([F:14])[C:3]1[CH:8]=[CH:7][C:6]([CH2:9][C:10]([NH:12][NH2:13])=O)=[CH:5][CH:4]=1.[N:16]([C:19]1[CH:24]=[CH:23][C:22]([S:25]([NH:28][C:29]2[S:30][CH:31]=[CH:32][N:33]=2)(=[O:27])=[O:26])=[CH:21][CH:20]=1)=[C:17]=[S:18].C(=O)([O-])[O-].[Na+].[Na+]>C(O)C>[S:30]1[CH:31]=[CH:32][N:33]=[C:29]1[NH:28][S:25]([C:22]1[CH:21]=[CH:20][C:19]([NH:16][C:17]2[S:18][C:10]([CH2:9][C:6]3[CH:7]=[CH:8][C:3]([C:2]([F:15])([F:14])[F:1])=[CH:4][CH:5]=3)=[N:12][N:13]=2)=[CH:24][CH:23]=1)(=[O:26])=[O:27] |f:2.3.4|. Reported procedure: A mixture of (4-trifluoromethyl-phenyl)-acetic acid hydrazide (55 mg, 0.25 mmol, 1.5 equiv), 4-isothiocyanato-N-thiazol-2-yl-benzenesulfonamide (50 mg, 0.2 mmol, 1.0 equiv) and sodium carbonate (20 mg, 0.18 mmol, 1.1 equiv) in 1.0 mL of ethanol was heated at 85° C. After 16 h, the heterogeneous reaction mixture was concentrated in vacuo, diluted with 500 μL of acetonitrile, filtered, and purified via reverse phase HPLC. The fraction containing product was lyophilized to afford the product as an ... Starting materials: CCNCC, Cl, [Na], CN(C)C=O, O, O, S, N#CCCc1ccc2c(n1)NCCC2. Product: NC(=S)CCc1ccc2c(n1)NCCC2. RXN SMILES: [CH2:19]([NH:20][CH2:21][CH3:22])[CH3:23].[ClH:18].[Na:17].[O:24]=[CH:25][N:26]([CH3:27])[CH3:28].[OH2:15].[OH2:29].[SH2:16].[n:1]1[c:2]([CH2:11][CH2:12][C:13]#[N:14])[cH:3][cH:4][c:5]2[c:10]1[NH:9][CH2:8][CH2:7][CH2:6]2>>[n:1]1[c:2]([CH2:11][CH2:12][C:13]([NH2:14])=[S:16])[cH:3][cH:4][c:5]2[c:10]1[NH:9][CH2:8][CH2:7][CH2:6]2. The reactants are CC1=NN(C(=C1C1=CC=CC=C1)C)C1=CC=C(C=C1)CCN (2-[4-(3,5-Dimethyl-4-phenyl-1H-pyrazol-1-yl)phenyl]ethylamine), C1(=CC=C(C=C1)S(=O)(=O)N=C=O)C (p-toluenesulfonyl isocyanate). Run in ClCCl (dichloromethane). Run at time 30 minute. Yields the product CC1=NN(C(=C1C1=CC=CC=C1)C)C1=CC=C(C=C1)CCNC(=O)NS(=O)(=O)C1=CC=C(C=C1)C (N-[({2-[4-(3,5-Dimethyl-4-phenyl-1H-pyrazol-1-yl)phenyl]ethyl}amino) carbonyl]-4-methylbenzenesulfonamide). Yield: 39.5%. Reaction SMILES: [CH3:1][C:2]1[C:6]([C:7]2[CH:12]=[CH:11][CH:10]=[CH:9][CH:8]=2)=[C:5]([CH3:13])[N:4]([C:14]2[CH:19]=[CH:18][C:17]([CH2:20][CH2:21][NH2:22])=[CH:16][CH:15]=2)[N:3]=1.[C:23]1([CH3:35])[CH:28]=[CH:27][C:26]([S:29]([N:32]=[C:33]=[O:34])(=[O:31])=[O:30])=[CH:25][CH:24]=1>ClCCl>[CH3:1][C:2]1[C:6]([C:7]2[CH:8]=[CH:9][CH:10]=[CH:11][CH:12]=2)=[C:5]([CH3:13])[N:4]([C:14]2[CH:15]=[CH:16][C:17]([CH2:20][CH2:21][NH:22][C:33]([NH:32][S:29]([C:26]3[CH:27]=[CH:28][C:23]([CH3:35])=[CH:24][CH:25]=3)(=[O:31])=[O:30])=[O:34])=[CH:18][CH:19]=2)[N:3]=1. Procedure: To a solution of 2-[4-(3,5-dimethyl-4-phenyl-1H-pyrazol-1-yl)phenyl]ethylamine (step 3, 166 mg, 0.57 mmol) in dichloromethane (10 ml) was added p-toluenesulfonyl isocyanate (135 mg, 0.68 mmol). The resulting mixture was stirred at room temperature for 30 min. The reaction mixture washed with water and the organic phase was dried (Na2SO4). After removal of the solvent, the crude product was purified by TLC with dichloromethane/methanol (10:1) to afford 110 mg (39%) of the title compound as yellow... Starting materials: C(C)(C)(C)[SiH2]OC(C=1N=CN(C1)C=1C=C2C(N(C(NC2=CC1[N+](=O)[O-])=O)NS(=O)(=O)C)=O)(C)C (N-{6-[4-(tert-butyl-dimethyl-silanyloxymethyl)-imidazol-1-yl]-7-nitro-2,4-dioxo-1,4-dihydro-2H-quinazolin-3-yl}-methanesulfonamide), O.O.O.[F-].C(CCC)[N+](CCCC)(CCCC)CCCC (tetrabutylammonium fluoride trihydrate), O1CCCC1 (tetrahydrofuran), [NH4+].[OH-] (NH4OH), material. Solvent: C(C)#N.O (acetonitril water), O (water). Conditions: temperature 50 celsius, time 18 hour. The product is OCC=1N=CN(C1)C=1C=C2C(N(C(NC2=CC1[N+](=O)[O-])=O)NS(=O)(=O)C)=O (N-[6-(4-hydroxymethyl-imidazol-1-yl)-7-nitro-2,4-dioxo-1,4-dihydro-2H-quinazolin-3-yl]-methanesulfonamide). The yield is 42.2%. As a reaction SMILES: C([SiH2][O:6][C:7](C)(C)[C:8]1[N:9]=[CH:10][N:11]([C:13]2[CH:14]=[C:15]3[C:20](=[CH:21][C:22]=2[N+:23]([O-:25])=[O:24])[NH:19][C:18](=[O:26])[N:17]([NH:27][S:28]([CH3:31])(=[O:30])=[O:29])[C:16]3=[O:32])[CH:12]=1)(C)(C)C.O.O.O.[F-].C([N+](CCCC)(CCCC)CCCC)CCC.O1CCCC1.[NH4+].[OH-]>O.C(#N)C.O>[OH:6][CH2:7][C:8]1[N:9]=[CH:10][N:11]([C:13]2[CH:14]=[C:15]3[C:20](=[CH:21][C:22]=2[N+:23]([O-:25])=[O:24])[NH:19][C:18](=[O:26])[N:17]([NH:27][S:28]([CH3:31])(=[O:29])=[O:30])[C:16]3=[O:32])[CH:12]=1 |f:1.2.3.4.5,7.8,10.11|. Reported procedure: A mixture of 1 g (1.96 mmol) of N-{6-[4-(tert-butyl-dimethyl-silanyloxymethyl)-imidazol-1-yl]-7-nitro-2,4-dioxo-1,4-dihydro-2H-quinazolin-3-yl}-methanesulfonamide, 0.738 g (2.34 mmol) of tetrabutylammonium fluoride trihydrate and 20 ml of tetrahydrofuran is stirred at 50° C. for 18 hours. The reaction mixture is concentrated to dryness and the residue fractionated by medium pressure chromatography on a RP-C18 column (20 μM material) with acetonitril/water 1:1 (containing 0.1% trifluoroacetic aci... Procedure: A solution of 3 g. of Nα -benzyloxycarbonyl-L-seryl-L-tyrosyl-D-alanyl-L-leucine, methyl ester in 100 ml. of methanol containing 3.7 ml. of 1.35 N hydrogen chloride in methanol is stirred with 200 mg. of 20% palladium on carbon under one inch of water pressure of hydrogen for three hours. Thin layer chromatography of samples of the solution shows disappearance of the starting material in about two hours. The reaction mixture is filtered to remove the catalyst and the filtrate evaporated at 30°-4... The reactants are C(C1=CC=CC=C1)OC(=O)N[C@@H](CO)C(=O)N[C@@H](CC1=CC=C(C=C1)O)C(=O)N[C@H](C)C(=O)N[C@@H](CC(C)C)C(=O)OC (Nα -benzyloxycarbonyl-L-seryl-L-tyrosyl-D-alanyl-L-leucine, methyl ester), Cl (hydrogen chloride), O (water), [H][H] (hydrogen). Yields the product Cl.N[C@@H](CO)C(=O)N[C@@H](CC1=CC=C(C=C1)O)C(=O)N[C@H](C)C(=O)N[C@@H](CC(C)C)C(=O)OC (L-Seryl-L-tyrosyl-D-alanyl-L-leucine, methyl ester, hydrochloride). The reagents and catalysts are [Pd] (palladium on carbon). Reaction SMILES: C(OC([NH:11][C@H:12]([C:15]([NH:17][C@H:18]([C:27]([NH:29][C@@H:30]([C:32]([NH:34][C@H:35]([C:40]([O:42][CH3:43])=[O:41])[CH2:36][CH:37]([CH3:39])[CH3:38])=[O:33])[CH3:31])=[O:28])[CH2:19][C:20]1[CH:25]=[CH:24][C:23]([OH:26])=[CH:22][CH:21]=1)=[O:16])[CH2:13][OH:14])=O)C1C=CC=CC=1.[ClH:44].O.[H][H]>CO.[Pd]>[ClH:44].[NH2:11][C@H:12]([C:15]([NH:17][C@H:18]([C:27]([NH:29][C@@H:30]([C:32]([NH:34][C@H:35]([C:40]([O:42][CH3:43])=[O:41])[CH2:36][CH:37]([CH3:38])[CH3:39])=[O:33])[CH3:31])=[O:28])[CH2:19][C:20]1[CH:21]=[CH:22][C:23]([OH:26])=[CH:24][CH:25]=1)=[O:16])[CH2:13][OH:14] |f:6.7|. Solvent: CO (methanol), CO (methanol). The reactants are ClC1=CC=C(C=C1)CC(NO)=N (4-Chloro-N-hydroxy-benzeneethanimidamide), C(C#C)(=O)OCC (ethyl propiolate), CCCC(C)C (iso-hexane). Run in C1(=CC=CC=C1)OC1=CC=CC=C1 (diphenylether), CO (methanol). The product is ClC1=CC=C(CC=2NC(=CN2)C(=O)OCC)C=C1 (Ethyl 2-(4-Chlorobenzyl)-1H-imidazole-5-carboxylate). The yield is 7.0%. As a reaction SMILES: [Cl:1][C:2]1[CH:7]=[CH:6][C:5]([CH2:8][C:9](=[NH:12])[NH:10]O)=[CH:4][CH:3]=1.[C:13]([O:17][CH2:18][CH3:19])(=[O:16])[C:14]#[CH:15].CCCC(C)C>CO.C1(OC2C=CC=CC=2)C=CC=CC=1>[Cl:1][C:2]1[CH:7]=[CH:6][C:5]([CH2:8][C:9]2[NH:12][C:14]([C:13]([O:17][CH2:18][CH3:19])=[O:16])=[CH:15][N:10]=2)=[CH:4][CH:3]=1. Procedure details: 4-Chloro-N-hydroxy-benzeneethanimidamide (1.0 g) and ethyl propiolate (0.53 g) were dissolved in methanol (20 ml), heated under reflux for 20 hours and cooled to room temperature. The residue was dissolved in diphenylether, heated under reflux for 1 hour, cooled to room temperature and iso-hexane (300 ml) added. A solid was produced which was collected by filtration, triturated under ether and dried to give the product as a solid (0.1 g). Starting materials: ClC1=C(C=O)C=CC(=C1)Cl (2,4-dichlorobenzaldehyde), C(CC#N)#N (malononitrile), C(C)OCC (diethyl ether). Reagents/catalysts: N1CCCCC1 (piperidine). The solvent is C(CCC)O (1-butanol). Conditions: time 15 minute. Product: ClC1=C(C=C(C#N)C#N)C=CC(=C1)Cl (2-(2,4-Dichloro-benzylidene)-malononitrile). Reaction SMILES: [Cl:1][C:2]1[CH:9]=[C:8]([Cl:10])[CH:7]=[CH:6][C:3]=1[CH:4]=O.[C:11](#[N:15])[CH2:12][C:13]#[N:14].C(OCC)C>C(O)CCC.N1CCCCC1>[Cl:1][C:2]1[CH:9]=[C:8]([Cl:10])[CH:7]=[CH:6][C:3]=1[CH:4]=[C:12]([C:11]#[N:15])[C:13]#[N:14]. Procedure: Under an atmosphere of argon, 2,4-dichlorobenzaldehyde (30.00 g, 171 mmol) and malononitrile (13.59 g, 206 mmol) were suspended in 1-butanol (350 ml). After stirring for 15 min, 8 drops of piperidine were added at room temperature. After stirring for an additional 3 h, diethyl ether was added. The precipitate was filtered and washed with diethyl ether and hexane to give the title compound, MS: m/e=222.8 (M+), as a colorless solid (35.34 g, 92%).